describe an organic reaction: reactants, conditions, products, and yield From a dataset of the Open Reaction Database (ORD), a public repository of structured organic reaction records. Starting materials: CC(=O)Nc1cccc(CBr)c1, CCS, CC#N, [K+], [K+], O=C([O-])[O-], O. The product is CCSCc1cccc(NC(C)=O)c1. Reaction SMILES: [Br:1][CH2:2][c:3]1[cH:4][c:5]([NH:9][C:10]([CH3:11])=[O:12])[cH:6][cH:7][cH:8]1.[CH2:19]([CH3:20])[SH:21].[CH3:22][C:23]#[N:24].[K+:13].[K+:14].[O-:15][C:16]([O-:17])=[O:18].[OH2:25]>>[CH2:2]([c:3]1[cH:4][c:5]([NH:9][C:10]([CH3:11])=[O:12])[cH:6][cH:7][cH:8]1)[S:21][CH2:19][CH3:20]. The reactants are OCC(C(=O)O)CC(C)C (2-(hydroxymethyl)-4-methylpentanoic acid), P(O)(O)=O (phosphonic acid). Product: CC(CC(C(=O)O)=C)C (4-methyl-2-methylenepentanoic acid). RXN SMILES: O[CH2:2][CH:3]([CH2:7][CH:8]([CH3:10])[CH3:9])[C:4]([OH:6])=[O:5].P(=O)(O)O>>[CH3:9][CH:8]([CH3:10])[CH2:7][C:3](=[CH2:2])[C:4]([OH:6])=[O:5]. Procedure details: The compounds of formula I can be prepared using as a starting material 2-(hydroxymethyl)-4-methylpentanoic acid. Heating the starting material with phosphonic acid yields 4-methyl-2-methylenepentanoic acid which can in turn be reacted with a thio acid having the formula